Dataset: the Open Reaction Database (ORD), a public repository of structured organic reaction records. Task: describe an organic reaction: reactants, conditions, products, and yield The reactants are CCOC(=O)c1sc(Br)nc1C, CCCNC1CNCCC1NC(=O)c1nc(Cl)c(CC)[nH]1, [Na+], [Na+], O=C([O-])[O-]. Yields the product CCCNC1CN(c2nc(C)c(C(=O)OCC)s2)CCC1NC(=O)c1nc(Cl)c(CC)[nH]1. As a reaction SMILES: [Br:22][c:23]1[s:24][c:25]([C:29](=[O:30])[O:31][CH2:32][CH3:33])[c:26]([CH3:28])[n:27]1.[Cl:1][c:2]1[n:3][c:4]([C:9](=[O:10])[NH:11][CH:12]2[CH:13]([NH:18][CH2:19][CH2:20][CH3:21])[CH2:14][NH:15][CH2:16][CH2:17]2)[nH:5][c:6]1[CH2:7][CH3:8].[Na+:34].[Na+:35].[O-:36][C:37](=[O:38])[O-:39]>>[Cl:1][c:2]1[n:3][c:4]([C:9](=[O:10])[NH:11][CH:12]2[CH:13]([NH:18][CH2:19][CH2:20][CH3:21])[CH2:14][N:15]([c:23]3[s:24][c:25]([C:29](=[O:30])[O:31][CH2:32][CH3:33])[c:26]([CH3:28])[n:27]3)[CH2:16][CH2:17]2)[nH:5][c:6]1[CH2:7][CH3:8]. The solvent is CN1C(CCC1)=O (1-methyl-2-pyrrolidinone), O (water). The reagents and catalysts are [Cu]Cl (copper (I) chloride). Starting materials: C(C1=CC=CC=C1)OC=1C=C(C=CC1)Br (3-benzyloxy-1-bromobenzene), COC(CCC1=C(C=C(C=C1)O)C)=O (3-(4-hydroxy-2-methyl-phenyl)-propionic acid methyl ester), CC(C)(C(CC(C(C)(C)C)=O)=O)C (2,2,6,6-tetramethyl-3,5-heptanedione). Yield: 50.7%. Reaction conditions: temperature 120 celsius. Reported procedure: A mixture of 3-benzyloxy-1-bromobenzene (14.53 g, 55.2 mmol), 3-(4-hydroxy-2-methyl-phenyl)-propionic acid methyl ester (10.72 g, 55.2 mmol) cesium carbonate (21.59 g, 66.3 mmol), and 2,2,6,6-tetramethyl-3,5-heptanedione (2.54 g, 13.8 mmol) in 1-methyl-2-pyrrolidinone (100 mL) is purged with N2, and then copper (I) chloride (2.73 g, 27.6 mmol) is added. The reaction mixture is heated to 120° C. for 18 hours under N2. The mixture is diluted with water and extracted with Et2O. The organic layer is... RXN SMILES: [CH2:1]([O:8][C:9]1[CH:10]=[C:11](Br)[CH:12]=[CH:13][CH:14]=1)[C:2]1[CH:7]=[CH:6][CH:5]=[CH:4][CH:3]=1.[CH3:16][O:17][C:18](=[O:29])[CH2:19][CH2:20][C:21]1[CH:26]=[CH:25][C:24]([OH:27])=[CH:23][C:22]=1[CH3:28].CC(C)(C(=O)CC(=O)C(C)(C)C)C>CN1CCCC1=O.O.[Cu]Cl>[CH3:16][O:17][C:18](=[O:29])[CH2:19][CH2:20][C:21]1[CH:26]=[CH:25][C:24]([O:27][C:11]2[CH:12]=[CH:13][CH:14]=[C:9]([O:8][CH2:1][C:2]3[CH:7]=[CH:6][CH:5]=[CH:4][CH:3]=3)[CH:10]=2)=[CH:23][C:22]=1[CH3:28]. The product is COC(CCC1=C(C=C(C=C1)OC1=CC(=CC=C1)OCC1=CC=CC=C1)C)=O (3-[4-(3-Benzyloxy-phenoxy)-2-methyl-phenyl]-propionic acid methyl ester). Yields the product NC(C(=O)OCc1ccccc1)N1C(=O)C(NC(=O)COc2ccccc2)C1SC(=O)OCC(Cl)(Cl)Cl. RXN SMILES: [CH:40]([OH:41])=[O:42].[O:1]([c:2]1[cH:3][cH:4][cH:5][cH:6][cH:7]1)[CH2:8][C:9](=[O:10])[NH:11][CH:12]1[C:13](=[O:39])[N:14]([CH:25]([C:26](=[O:27])[O:28][CH2:29][c:30]2[cH:31][cH:32][cH:33][cH:34][cH:35]2)[N:36]=[N+:37]=[N-:38])[CH:15]1[S:16][C:17](=[O:18])[O:19][CH2:20][C:21]([Cl:22])([Cl:23])[Cl:24]>>[O:1]([c:2]1[cH:3][cH:4][cH:5][cH:6][cH:7]1)[CH2:8][C:9](=[O:10])[NH:11][CH:12]1[C:13](=[O:39])[N:14]([CH:25]([C:26](=[O:27])[O:28][CH2:29][c:30]2[cH:31][cH:32][cH:33][cH:34][cH:35]2)[NH2:36])[CH:15]1[S:16][C:17](=[O:18])[O:19][CH2:20][C:21]([Cl:22])([Cl:23])[Cl:24]. Reactants: O=CO, [N-]=[N+]=NC(C(=O)OCc1ccccc1)N1C(=O)C(NC(=O)COc2ccccc2)C1SC(=O)OCC(Cl)(Cl)Cl.